Task: describe an organic reaction: reactants, conditions, products, and yield. Dataset: the Open Reaction Database (ORD), a public repository of structured organic reaction records Reactants: C#CCBr, O=C([O-])[O-], CC(C)=O, [K+], [K+], c1cc2oc3c(c2cc1C1CCNCC1)CCCC3. Product: C#CCN1CCC(c2ccc3oc4c(c3c2)CCCC4)CC1. As a reaction SMILES: [Br:26][CH2:27][C:28]#[CH:29].[C:1](=[O:2])([O-:3])[O-:4].[CH3:30][C:31](=[O:32])[CH3:33].[K+:5].[K+:6].[cH:7]1[c:8]([CH:20]2[CH2:21][CH2:22][NH:23][CH2:24][CH2:25]2)[cH:9][cH:10][c:11]2[o:12][c:13]3[c:14]([c:15]12)[CH2:16][CH2:17][CH2:18][CH2:19]3>>[cH:7]1[c:8]([CH:20]2[CH2:21][CH2:22][N:23]([CH2:29][C:28]#[CH:27])[CH2:24][CH2:25]2)[cH:9][cH:10][c:11]2[o:12][c:13]3[c:14]([c:15]12)[CH2:16][CH2:17][CH2:18][CH2:19]3. Reactants: COC(=O)COc1ccc(SCC=C(c2ccc(Cl)cc2)c2ccc(Cl)cc2)cc1OC, CCO, Cl, [Na+], [OH-]. Product: COc1cc(SCC=C(c2ccc(Cl)cc2)c2ccc(Cl)cc2)ccc1OCC(=O)O. As a reaction SMILES: [CH3:1][O:2][C:3]([CH2:4][O:5][c:6]1[c:7]([O:30][CH3:31])[cH:8][c:9]([S:12][CH2:13][CH:14]=[C:15]([c:16]2[cH:17][cH:18][c:19]([Cl:22])[cH:20][cH:21]2)[c:23]2[cH:24][cH:25][c:26]([Cl:29])[cH:27][cH:28]2)[cH:10][cH:11]1)=[O:32].[CH3:36][CH2:37][OH:38].[ClH:35].[Na+:34].[OH-:33]>>[O:2]=[C:3]([CH2:4][O:5][c:6]1[c:7]([O:30][CH3:31])[cH:8][c:9]([S:12][CH2:13][CH:14]=[C:15]([c:16]2[cH:17][cH:18][c:19]([Cl:22])[cH:20][cH:21]2)[c:23]2[cH:24][cH:25][c:26]([Cl:29])[cH:27][cH:28]2)[cH:10][cH:11]1)[OH:32]. Starting materials: CC(=CC(=O)OCC1=CC(=CC=C1)OC1=CC=CC=C1)C (m-phenoxybenzyl 3-methyl-2-butenoate), C(C)(C)[N-]C1CCCCC1.[Li+] (lithium N-isopropylcyclohexylamide), BrBr (bromine), Cl (hydrochloric acid), Cl (hydrochloric acid). Solvent: C1CCOC1 (THF), C1CCOC1 (THF), C1CCOC1 (THF), CN(C)P(=O)(N(C)C)N(C)C (HMPT), CCOCC (ether). Run at time 1 hour. The product is BrC(C(=O)OCC1=CC(=CC=C1)OC1=CC=CC=C1)C(=C)C (m-phenoxybenzyl 2-bromo-3-methyl-3-butenoate). As a reaction SMILES: C([N-]C1CCCCC1)(C)C.[Li+].[CH3:12][C:13]([CH3:32])=[CH:14][C:15]([O:17][CH2:18][C:19]1[CH:24]=[CH:23][CH:22]=[C:21]([O:25][C:26]2[CH:31]=[CH:30][CH:29]=[CH:28][CH:27]=2)[CH:20]=1)=[O:16].[Br:33]Br.Cl>C1COCC1.CCOCC.CN(P(N(C)C)(N(C)C)=O)C>[Br:33][CH:14]([C:13]([CH3:32])=[CH2:12])[C:15]([O:17][CH2:18][C:19]1[CH:24]=[CH:23][CH:22]=[C:21]([O:25][C:26]2[CH:31]=[CH:30][CH:29]=[CH:28][CH:27]=2)[CH:20]=1)=[O:16] |f:0.1|. Procedure: A 100 ml flask is flushed with nitrogen and to it is added 25 ml of a 1 M THF solution of lithium N-isopropylcyclohexylamide (0.025 mole) followed by HMPT (5 ml). The flask is cooled to -78° and 7.1 g (0.025 mole) of m-phenoxybenzyl 3-methyl-2-butenoate in THF (25 ml) is added dropwise over 5 minutes. After the addition the mixture is stirred at -20° for 1 hour. This cold solution is then added dropwise to 1.1 equivalent of bromine in THF at -78°. After a further 1 hour at -78°, 5 ml of concentr... The reactants are BrC1=CC=C2CC3(CCOCC3)C3(C2=C1)N=C(C(N3)=S)C (6′-Bromo-5-methyl-2″,3″,5″,6″-tetrahydro-3′H-dispiro[imidazole-2,1′-indene-2′,4″-pyran]-4(3H)-thione), N (NH3), N (NH3). Reaction conditions: temperature 120 celsius. The product is BrC1=CC=C2CC3(CCOCC3)C3(C2=C1)N=C(C(=N3)N)C (6′-Bromo-5-methyl-2″,3″,5″,6″-tetrahydro-3′H-dispiro[imidazole-2,1′-indene-2′,4″-pyran]-4-amine). The yield is 74.3%. As a reaction SMILES: [Br:1][C:2]1[CH:15]=[C:14]2[C:5]([CH2:6][C:7]3([C:13]42[NH:19][C:18](=S)[C:17]([CH3:21])=[N:16]4)[CH2:12][CH2:11][O:10][CH2:9][CH2:8]3)=[CH:4][CH:3]=1.[NH3:22]>>[Br:1][C:2]1[CH:15]=[C:14]2[C:5]([CH2:6][C:7]3([C:13]42[N:19]=[C:18]([NH2:22])[C:17]([CH3:21])=[N:16]4)[CH2:12][CH2:11][O:10][CH2:9][CH2:8]3)=[CH:4][CH:3]=1. Procedure details: 6′-Bromo-5-methyl-2″,3″,5″,6″-tetrahydro-3′H-dispiro[imidazole-2,1′-indene-2′,4″-pyran]-4(3H)-thione (Example 25 Step 3, 415 mg, 1.14 mmol) was taken up in NH3 (7M in MeOH, 13 mL, 91 mmol) and the resulting mixture was heated in a microwave reactor at 120° C. for 2×1 h. The mixture was concentrated and the resulting residue was taken up in NH3 (7M in MeOH, 13 mL, 91 mmol) and then heated again for 1 h at 120° C. The mixture was concentrated and the resulting residue was taken up in DCM (10 mL) a...